This data is from the Open Reaction Database (ORD), a public repository of structured organic reaction records. The task is: describe an organic reaction: reactants, conditions, products, and yield Starting materials: [Al+3], CCOC(C)=O, [Cl-], [Cl-], [Cl-], O=C(Cl)c1cccnc1Cl, ClCCl, Clc1cccc(Cl)c1-c1cc[nH]c1. The product is O=C(c1cccnc1Cl)c1[nH]ccc1-c1c(Cl)cccc1Cl. Reaction SMILES: [Al+3:2].[CH3:31][CH2:32][O:33][C:34](=[O:35])[CH3:36].[Cl-:1].[Cl-:3].[Cl-:4].[Cl:18][c:19]1[c:20]([C:21](=[O:22])[Cl:23])[cH:24][cH:25][cH:26][n:27]1.[Cl:28][CH2:29][Cl:30].[Cl:5][c:6]1[c:7](-[c:13]2[cH:14][nH:15][cH:16][cH:17]2)[c:8]([Cl:12])[cH:9][cH:10][cH:11]1>>[Cl:5][c:6]1[c:7](-[c:13]2[c:14]([C:21]([c:20]3[c:19]([Cl:18])[n:27][cH:26][cH:25][cH:24]3)=[O:22])[nH:15][cH:16][cH:17]2)[c:8]([Cl:12])[cH:9][cH:10][cH:11]1. The reactants are NC=1C=C(C#N)C=C(C1)OC (3-amino-5-methoxy-benzonitrile), C([O-])([O-])=O.[K+].[K+] (potassium carbonate), chloroimidate, C(N)([O-])=O (carbamate), C([O-])(O)=O.[Na+] (sodium bicarbonate), C(=O)(Cl)Cl (phosgene), OC1CC2C(N(CCCCC=CC3CC3(NC(C2C1)=O)C(=O)NS(=O)(=O)C1CC1)C)=O (Cyclopropanesulfonic acid (17-hydroxy-13-methyl-2,14-dioxo-3,13-diaza-tricyclo[13.3.0.0*4,6*]octadec-7-ene-4-carbonyl)-amide). The solvent is C(Cl)Cl (DCM), ClCCCl (DCE), CO (methanol), C(Cl)Cl (DCM), C1(=CC=CC=C1)C (toluene), ClCCCl (DCE). Run at temperature 100 celsius. The product is C1(CC1)S(=O)(=O)NC(=O)C12NC(C3CC(CC3C(N(CCCCC=CC2C1)C)=O)OC(NC1=CC(=CC(=C1)OC)C#N)=O)=O ((3-Cyano-5-methoxy-phenyl)-carbamic acid 4-cyclopropanesulfonylaminocarbonyl-13-methyl-2,14-dioxo-3,13-diaza-tricyclo[13.3.0.0*4,6*]octadec-7-en-17-yl ester). Yield: 8.0%. RXN SMILES: [OH:1][CH:2]1[CH2:19][CH:18]2[CH:4]([C:5](=[O:31])[N:6]([CH3:30])[CH2:7][CH2:8][CH2:9][CH2:10][CH:11]=[CH:12][CH:13]3[C:15]([C:21]([NH:23][S:24]([CH:27]4[CH2:29][CH2:28]4)(=[O:26])=[O:25])=[O:22])([NH:16][C:17]2=[O:20])[CH2:14]3)[CH2:3]1.[C:32](=[O:35])(O)[O-].[Na+].C(Cl)(Cl)=O.[NH2:41][C:42]1[CH:43]=[C:44]([CH:47]=[C:48]([O:50][CH3:51])[CH:49]=1)[C:45]#[N:46].C(=O)([O-])[O-].[K+].[K+].C(=O)([O-])N>ClCCCl.C1(C)C=CC=CC=1.C(Cl)Cl.CO>[CH:27]1([S:24]([NH:23][C:21]([C:15]23[CH2:14][CH:13]2[CH:12]=[CH:11][CH2:10][CH2:9][CH2:8][CH2:7][N:6]([CH3:30])[C:5](=[O:31])[CH:4]2[CH:18]([CH2:19][CH:2]([O:1][C:32](=[O:35])[NH:41][C:42]4[CH:49]=[C:48]([O:50][CH3:51])[CH:47]=[C:44]([C:45]#[N:46])[CH:43]=4)[CH2:3]2)[C:17](=[O:20])[NH:16]3)=[O:22])(=[O:26])=[O:25])[CH2:28][CH2:29]1 |f:1.2,5.6.7|. Procedure details: The alcohol 1h (15 mg) was dissolved in dry DCE and 20 mg of sodium bicarbonate was added, followed by 2 ml of a phosgene solution in toluene (20%). The reaction mixture was stirred at room temperature for 3 h (full conversion to chloroimidate according to LC-MS) and then concentrated by rotary evaporation and dried from excess of phosgene in high vacuum (1.5 h). The dry reaction mixture was transferred into a “microwave” vial (2-5 ml), mixed with dry DCE (3 ml), 3-amino-5-methoxy-benzonitrile (... The reactants are OCCCCN1CCN(c2cccc(Cl)c2Cl)CC1, O=CCCCNC(=O)c1ccccc1. Yields the product O=CCCCN1CCN(c2cccc(Cl)c2Cl)CC1. RXN SMILES: [Cl:1][c:2]1[c:3]([N:9]2[CH2:10][CH2:11][N:12]([CH2:15][CH2:16][CH2:17][CH2:18][OH:19])[CH2:13][CH2:14]2)[cH:4][cH:5][cH:6][c:7]1[Cl:8].[O:20]=[CH:21][CH2:22][CH2:23][CH2:24][NH:25][C:26](=[O:27])[c:28]1[cH:29][cH:30][cH:31][cH:32][cH:33]1>>[Cl:1][c:2]1[c:3]([N:9]2[CH2:10][CH2:11][N:12]([CH2:15][CH2:16][CH2:17][CH:18]=[O:19])[CH2:13][CH2:14]2)[cH:4][cH:5][cH:6][c:7]1[Cl:8].